The task is: describe an organic reaction: reactants, conditions, products, and yield. This data is from the Open Reaction Database (ORD), a public repository of structured organic reaction records. The reactants are CCCCP(CCCC)CCCC, O=C(N=NC(=O)N1CCCCC1)N1CCCCC1, O=C1SC(Cc2ccc(O)cc2)C(=O)N1C(c1ccccc1)(c1ccccc1)c1ccccc1, c1ccccc1, OCCn1ccc2cccnc21. The product is O=C1SC(Cc2ccc(OCCn3ccc4cccnc43)cc2)C(=O)N1C(c1ccccc1)(c1ccccc1)c1ccccc1. RXN SMILES: [CH2:47]([P:48]([CH2:49][CH2:50][CH2:51][CH3:52])[CH2:53][CH2:54][CH2:55][CH3:56])[CH2:57][CH2:58][CH3:59].[N:60]([C:61]([N:62]1[CH2:63][CH2:64][CH2:65][CH2:66][CH2:67]1)=[O:68])=[N:69][C:70]([N:71]1[CH2:72][CH2:73][CH2:74][CH2:75][CH2:76]1)=[O:77].[OH:13][c:14]1[cH:15][cH:16][c:17]([CH2:18][CH:19]2[C:20](=[O:44])[N:21]([C:25]([c:26]3[cH:27][cH:28][cH:29][cH:30][cH:31]3)([c:32]3[cH:33][cH:34][cH:35][cH:36][cH:37]3)[c:38]3[cH:39][cH:40][cH:41][cH:42][cH:43]3)[C:22](=[O:24])[S:23]2)[cH:45][cH:46]1.[cH:78]1[cH:79][cH:80][cH:81][cH:82][cH:83]1.[n:1]1([CH2:10][CH2:11][OH:12])[cH:2][cH:3][c:4]2[cH:5][cH:6][cH:7][n:8][c:9]12>>[n:1]1([CH2:10][CH2:11][O:12][c:14]2[cH:15][cH:16][c:17]([CH2:18][CH:19]3[C:20](=[O:44])[N:21]([C:25]([c:26]4[cH:27][cH:28][cH:29][cH:30][cH:31]4)([c:32]4[cH:33][cH:34][cH:35][cH:36][cH:37]4)[c:38]4[cH:39][cH:40][cH:41][cH:42][cH:43]4)[C:22](=[O:24])[S:23]3)[cH:45][cH:46]2)[cH:2][cH:3][c:4]2[cH:5][cH:6][cH:7][n:8][c:9]12. The reactants are resultant mixture, ClC1=C(C=C(C=C1)[N+](=O)[O-])N1C(OC(=N1)C(C)(C)C)=O (3-(2-chloro-5-nitrophenyl)-5-(1,1-dimethylethyl)-1,3,4-oxadiazol-2(3H)-one). The reagents and catalysts are [Fe] (iron). Solvent: C(C)(=O)O (acetic acid), C(C)(=O)OCC (ethyl acetate), C(C)(=O)O (acetic acid). Reaction conditions: temperature 80 celsius. The product is NC=1C=CC(=C(C1)N1C(OC(=N1)C(C)(C)C)=O)Cl (3-(5-amino-2-chlorophenyl)-5-(1,1-dimethylethyl)-1,3,4-oxadiazol-2(3H)-one). Isolated yield 90.2%. As a reaction SMILES: [Cl:1][C:2]1[CH:7]=[CH:6][C:5]([N+:8]([O-])=O)=[CH:4][C:3]=1[N:11]1[N:15]=[C:14]([C:16]([CH3:19])([CH3:18])[CH3:17])[O:13][C:12]1=[O:20]>C(O)(=O)C.C(OCC)(=O)C.[Fe]>[NH2:8][C:5]1[CH:6]=[CH:7][C:2]([Cl:1])=[C:3]([N:11]2[N:15]=[C:14]([C:16]([CH3:17])([CH3:19])[CH3:18])[O:13][C:12]2=[O:20])[CH:4]=1. Procedure: Electrolytic iron powder (93.5 g) was suspended in 5% acetic acid (187.2 ml), and the suspension was heated to 80° C. A solution of 3-(2-chloro-5-nitrophenyl)-5-(1,1-dimethylethyl)-1,3,4-oxadiazol-2(3H)-one (47.21 g) in acetic acid (167.5 ml) and ethyl acetate (167.5 ml) was added thereto. The resultant mixture was heated at a temperature of 70° C. for 3 hours. The reaction mixture was subjected to filtration on celite while hot. The filtrate was extracted with ethyl acetate, and the extract was... Reactants: N[C@H](C(=O)O[C@H](CN1N(C(C(=C1C)C(NC1=CC(=C(C=C1)OC1=CC=NC2=CC(=CC=C12)OC)F)=O)=O)C1=CC=CC=C1)C)C ((2S)—(S)-1-(4-(4-(7-methoxyquinolin-4-yloxy)-3-fluorophenyl-carbamoyl)-2,3-dihydro-5-methyl-3-oxo-2-phenylpyrazol-1-yl)propan-2-yl 2-aminopropanoate), OS(=O)(=O)O (H2SO4). The product is S(=O)(=O)(O)O.FC=1C=C(C=CC1OC1=CC=NC2=CC(=CC=C12)OC)NC(=O)C=1C(N(N(C1C)C[C@H](C)OC([C@H](C)N)=O)C1=CC=CC=C1)=O ((S)—((S)-1-(4-(3-fluoro-4-(7-methoxyquinolin-4-yloxy)phenylcarbamoyl)-5-methyl-3-oxo-2-phenyl-2,3-dihydropyrazol-1-yl)propan-2-yl)2-aminopropanoate sulfate), solid. Yield: 86.5%. As a reaction SMILES: [NH2:1][C@@H:2]([CH3:45])[C:3]([O:5][C@@H:6]([CH3:44])[CH2:7][N:8]1[C:12]([CH3:13])=[C:11]([C:14](=[O:36])[NH:15][C:16]2[CH:21]=[CH:20][C:19]([O:22][C:23]3[C:32]4[C:27](=[CH:28][C:29]([O:33][CH3:34])=[CH:30][CH:31]=4)[N:26]=[CH:25][CH:24]=3)=[C:18]([F:35])[CH:17]=2)[C:10](=[O:37])[N:9]1[C:38]1[CH:43]=[CH:42][CH:41]=[CH:40][CH:39]=1)=[O:4].[OH:46][S:47]([OH:50])(=[O:49])=[O:48]>>[S:47]([OH:50])([OH:49])(=[O:48])=[O:46].[F:35][C:18]1[CH:17]=[C:16]([NH:15][C:14]([C:11]2[C:10](=[O:37])[N:9]([C:38]3[CH:39]=[CH:40][CH:41]=[CH:42][CH:43]=3)[N:8]([CH2:7][C@@H:6]([O:5][C:3](=[O:4])[C@@H:2]([NH2:1])[CH3:45])[CH3:44])[C:12]=2[CH3:13])=[O:36])[CH:21]=[CH:20][C:19]=1[O:22][C:23]1[C:32]2[C:27](=[CH:28][C:29]([O:33][CH3:34])=[CH:30][CH:31]=2)[N:26]=[CH:25][CH:24]=1 |f:2.3|. Procedure details: The title compound was prepared according to the procedure described in Example 13 Step 3 by using (2S)—(S)-1-(4-(4-(7-methoxyquinolin-4-yloxy)-3-fluorophenyl-carbamoyl)-2,3-dihydro-5-methyl-3-oxo-2-phenylpyrazol-1-yl)propan-2-yl 2-aminopropanoate (61.3 mg, 0.1 mmol) and H2SO4 (1 mL, 0.1 mol/L, Shantou Xilong Chemical Factory). The title compound was obtained as a yellow solid (61.5 mg, 86.5%).